From a dataset of the Open Reaction Database (ORD), a public repository of structured organic reaction records. describe an organic reaction: reactants, conditions, products, and yield The reactants are COC(=O)[C@H]1N(C[C@@H](C1)S(=O)(=O)C1=C(C=CC=C1)C(F)(F)F)C(CC(=O)C1CC1)=O ((2S,4R)-1-(3-cyclopropyl-3-oxo-propionyl)-4-(2-trifluoromethyl-benzenesulfonyl)-pyrrolidine-2-carboxylic acid methyl ester), COC=1C=CC(=CC1)P2(=S)SP(=S)(S2)C=3C=CC(=CC3)OC (Lawesson's reagent). Yields the product COC(=O)[C@H]1N(C[C@@H](C1)S(=O)(=O)C1=C(C=CC=C1)C(F)(F)F)C(CC(=O)C1CC1)=S ((2S,4R)-1-(3-Cyclopropyl-3-oxo-thiopropionyl)-4-(2-trifluoromethyl-benzenesulfonyl)-pyrrolidine-2-carboxylic acid methyl ester). Reaction SMILES: [CH3:1][O:2][C:3]([C@@H:5]1[CH2:9][C@@H:8]([S:10]([C:13]2[CH:18]=[CH:17][CH:16]=[CH:15][C:14]=2[C:19]([F:22])([F:21])[F:20])(=[O:12])=[O:11])[CH2:7][N:6]1[C:23](=O)[CH2:24][C:25]([CH:27]1[CH2:29][CH2:28]1)=[O:26])=[O:4].COC1C=CC(P2(SP(C3C=CC(OC)=CC=3)(=S)S2)=[S:40])=CC=1>>[CH3:1][O:2][C:3]([C@@H:5]1[CH2:9][C@@H:8]([S:10]([C:13]2[CH:18]=[CH:17][CH:16]=[CH:15][C:14]=2[C:19]([F:22])([F:21])[F:20])(=[O:12])=[O:11])[CH2:7][N:6]1[C:23](=[S:40])[CH2:24][C:25]([CH:27]1[CH2:29][CH2:28]1)=[O:26])=[O:4]. Procedure: In analogy to the procedure described in example 192f, (2S,4R)-1-(3-cyclopropyl-3-oxo-propionyl)-4-(2-trifluoromethyl-benzenesulfonyl)-pyrrolidine-2-carboxylic acid methyl ester (example 363a) was reacted with Lawesson's reagent to give the title compound as brown oil. MS (ESI): m/z=364.1 [M+H] As a reaction SMILES: [Br:1][C:2]1[S:6][C:5]([CH:7]([NH:11][C:12](=[O:21])[C:13]2[C:18]([F:19])=[CH:17][CH:16]=[CH:15][C:14]=2[F:20])[C:8]([OH:10])=[O:9])=[CH:4][CH:3]=1.S(Cl)(Cl)=O.[CH3:26]O>>[Br:1][C:2]1[S:6][C:5]([CH:7]([NH:11][C:12](=[O:21])[C:13]2[C:14]([F:20])=[CH:15][CH:16]=[CH:17][C:18]=2[F:19])[C:8]([O:10][CH3:26])=[O:9])=[CH:4][CH:3]=1. Procedure details: An amount of 3.415 g (9 mmol) of the product of Step B was dissolved in 19 mL of methanol. It was cooled in an ice-bath and 1.13 mL of thionyl chloride was added dropwise. The mixture was heated at reflux for 30 min. It was cooled and the methanol removed under reduced pressure. A saturated solution of sodium bicarbonate was carefully added to the residue, then extracted with ether. The combined ether extracts were washed with brine, dried (MgSO4) and concentrated to give a white solid: mp 123°-... Product: BrC1=CC=C(S1)C(C(=O)OC)NC(C1=C(C=CC=C1F)F)=O (Methyl 5-bromo-α-[(2,6-difluorobenzoyl)amino]2-thiopheneacetate). Reactants: BrC1=CC=C(S1)C(C(=O)O)NC(C1=C(C=CC=C1F)F)=O (5-bromo-α-[(2,6-difluorobenzoyl)amino]2-thiopheneacetic acid), CO (methanol), S(=O)(Cl)Cl (thionyl chloride). The product is BrC1=CN=C(C=C1C=O)OC (5-bromo-2-methoxyisonicotinaldehyde). Reported procedure: To a solution of diisopropylamine in THF (0.1M) at 0° C. was added n-BuLi (1.1 eq.). The solution was stirred for 30 min and then was cannulated in a solution of commercially available 5-bromo-2-methoxypyridine in THF (0.1M) at −78° C. The resulting solution was stirred at −78° C. for 30 min then DMF (1.5 eq.) was added. Final reaction mixture was allowed to warm to 0° C. before it was quenched with saturated aqueous NH4Cl and then extracted with EtOAc. The organic extract was washed with satura... Run at temperature 0 celsius, time 30 minute. The reactants are C(C)(C)NC(C)C (diisopropylamine), [Li]CCCC (n-BuLi), BrC=1C=CC(=NC1)OC (5-bromo-2-methoxypyridine), CN(C)C=O (DMF). As a reaction SMILES: C(NC(C)C)(C)C.[Li]CCCC.[Br:13][C:14]1[CH:15]=[CH:16][C:17]([O:20][CH3:21])=[N:18][CH:19]=1.CN([CH:25]=[O:26])C>C1COCC1>[Br:13][C:14]1[C:15]([CH:25]=[O:26])=[CH:16][C:17]([O:20][CH3:21])=[N:18][CH:19]=1. Run in C1CCOC1 (THF), C1CCOC1 (THF). Starting materials: C(C)(C)(C)OC(NC1(CC1)C(N[C@H]1CCC2=CC(=CC=C12)C1=C(C(=CC(=C1)Cl)F)C1=NOC(=N1)C)=O)=O ((1-{(S)-5-[5-Chloro-3-fluoro-2-(5-methyl-[1,2,4]oxadiazol-3-yl)-phenyl]-indan-1-ylcarbamoyl}-cyclopropyl)-carbamic acid tert-butyl ester), FC(C(=O)O)(F)F (trifluoro-acetic acid). Run in C(Cl)Cl (CH2Cl2). Product: ClC=1C=C(C(=C(C1)C=1C=C2CC[C@@H](C2=CC1)NC(=O)C1(CC1)N)C1=NOC(=N1)C)F (1-Amino-cyclopropanecarboxylic acid{(S)-5-[5-chloro-3-fluoro-2-(5-methyl-[1,2,4]oxadiazol-3-yl)-phenyl]-indan-1-yl}-amide). As a reaction SMILES: C(OC(=O)[NH:7][C:8]1([C:11](=[O:36])[NH:12][C@@H:13]2[C:21]3[C:16](=[CH:17][C:18]([C:22]4[CH:27]=[C:26]([Cl:28])[CH:25]=[C:24]([F:29])[C:23]=4[C:30]4[N:34]=[C:33]([CH3:35])[O:32][N:31]=4)=[CH:19][CH:20]=3)[CH2:15][CH2:14]2)[CH2:10][CH2:9]1)(C)(C)C.FC(F)(F)C(O)=O>C(Cl)Cl>[Cl:28][C:26]1[CH:25]=[C:24]([F:29])[C:23]([C:30]2[N:34]=[C:33]([CH3:35])[O:32][N:31]=2)=[C:22]([C:18]2[CH:17]=[C:16]3[C:21](=[CH:20][CH:19]=2)[C@@H:13]([NH:12][C:11]([C:8]2([NH2:7])[CH2:9][CH2:10]2)=[O:36])[CH2:14][CH2:15]3)[CH:27]=1. Procedure details: In analogy to the procedure described for the preparation of intermediate A-11 [C], (1-{(S)-5-[5-chloro-3-fluoro-2-(5-methyl-[1,2,4]oxadiazol-3-yl)-phenyl]-indan-1-ylcarbamoyl}-cyclopropyl)-carbamic acid tert-butyl ester (example 23) was treated with trifluoro-acetic acid (90%) in CH2Cl2 to yield the title compound light yellow amorphous solid. MS: 427.1 (MH+, 1Cl). Reactants: CCN=C=NCCCN(C)C, O=C(Nc1ccc(Cl)cc1)Nc1nc2ccc(C(=O)O)cc2s1, Nc1ccc2[nH]c(=O)oc2c1, CN(C)C=O, O, On1nnc2ccccc21. The product is O=C(Nc1ccc(Cl)cc1)Nc1nc2ccc(C(=O)Nc3ccc4[nH]c(=O)oc4c3)cc2s1. As a reaction SMILES: [CH3:35][CH2:36][N:37]=[C:38]=[N:39][CH2:40][CH2:41][CH2:42][N:43]([CH3:44])[CH3:45].[Cl:1][c:2]1[cH:3][cH:4][c:5]([NH:8][C:9]([NH:10][c:11]2[s:12][c:13]3[c:14]([n:15]2)[cH:16][cH:17][c:18]([C:20](=[O:21])[OH:22])[cH:19]3)=[O:23])[cH:6][cH:7]1.[NH2:24][c:25]1[cH:26][c:27]2[c:28]([nH:29][c:30](=[O:32])[o:31]2)[cH:33][cH:34]1.[O:56]=[CH:57][N:58]([CH3:59])[CH3:60].[OH2:61].[OH:46][n:47]1[c:48]2[c:49]([cH:50][cH:51][cH:52][cH:53]2)[n:54][n:55]1>>[Cl:1][c:2]1[cH:3][cH:4][c:5]([NH:8][C:9]([NH:10][c:11]2[s:12][c:13]3[c:14]([n:15]2)[cH:16][cH:17][c:18]([C:20](=[O:22])[NH:24][c:25]2[cH:26][c:27]4[c:28]([nH:29][c:30](=[O:32])[o:31]4)[cH:33][cH:34]2)[cH:19]3)=[O:23])[cH:6][cH:7]1. Reactants: C(C1=CC=CC=C1)(=O)O (benzoic acid), ClC1=CC=C(C=C1)O (4-chlorophenol), C(C(=C)C)(=O)OC1=CC=C(C=C1)Cl (4-chlorophenyl methacrylate), ( 3 ). The product is C(C(=C)C)(=O)OC(COC1=CC=C(C=C1)Cl)COC1=CC=CC=C1 (1-(4-chlorophenoxy)-3-phenoxy-2-propyl methacrylate). Yield: 96.0%. RXN SMILES: [C:1]([OH:9])(=[O:8])[C:2]1[CH:7]=CC=C[CH:3]=1.[C:10]([O:15][C:16]1[CH:21]=[CH:20][C:19]([Cl:22])=[CH:18][CH:17]=1)(=O)[C:11]([CH3:13])=C.Cl[C:24]1[CH:29]=[CH:28][C:27]([OH:30])=[CH:26][CH:25]=1>>[C:1]([O:9][CH:11]([CH2:13][O:30][C:27]1[CH:28]=[CH:29][CH:24]=[CH:25][CH:26]=1)[CH2:10][O:15][C:16]1[CH:17]=[CH:18][C:19]([Cl:22])=[CH:20][CH:21]=1)(=[O:8])[C:2]([CH3:7])=[CH2:3]. Procedure details: A reaction was conducted as described in Example 6 except that benzoic acid was replaced with the same molar amount of 4-chlorophenyl methacrylate, a compound represented by formula (3) where R2 is isopropenyl and OZ1 is an organic group derived from 4-chlorophenol. Desired 1-(4-chlorophenoxy)-3-phenoxy-2-propyl methacrylate was formed in an analytical yield of 96% and isolated in a yield of 90%. Reactants: ClC1=C(C(=O)Cl)C=CC=C1 (2-chlorobenzoyl chloride), [Cl-].[Cl-].[Cl-].[Al+3] (aluminum trichloride), NC1=CC(=NN1C1=C(C=C(C=C1Cl)Cl)Cl)C (5-Amino-3-methyl-1-(2,4,6-trichlorophenyl)pyrazole). Run in ClC(C(Cl)Cl)Cl (1,1,2,2-tetrachloroethane). Run at time 20 minute. Yields the product ClC1=C(C(=O)NC2=C(C(=NN2C2=C(C=C(C=C2Cl)Cl)Cl)C)C(C2=C(C=CC=C2)Cl)=O)C=CC=C1 (5-(2-Chlorobenzamido)-4-(2-chlorobenzoyl)-3-methyl-1-(2,4,6-trichlorophenyl)pyrazole). The yield is 51.2%. RXN SMILES: [Cl-:1].[Cl-].[Cl-].[Al+3].[Cl:5][C:6]1[CH:14]=[CH:13][CH:12]=[CH:11][C:7]=1[C:8](Cl)=[O:9].[NH2:15][C:16]1[N:20]([C:21]2[C:26]([Cl:27])=[CH:25][C:24]([Cl:28])=[CH:23][C:22]=2[Cl:29])[N:19]=[C:18]([CH3:30])[CH:17]=1>ClC(Cl)C(Cl)Cl>[Cl:5][C:6]1[CH:14]=[CH:13][CH:12]=[CH:11][C:7]=1[C:8]([NH:15][C:16]1[N:20]([C:21]2[C:26]([Cl:27])=[CH:25][C:24]([Cl:28])=[CH:23][C:22]=2[Cl:29])[N:19]=[C:18]([CH3:30])[C:17]=1[C:8](=[O:9])[C:7]1[CH:11]=[CH:12][CH:13]=[CH:14][C:6]=1[Cl:1])=[O:9] |f:0.1.2.3|. Procedure details: A suspension of 2.34 g (17.50 mmol) of aluminum trichloride in 20 mL of 1,1,2,2-tetrachloroethane was treated with 2.02 mL (2.78 g, 15.9 mmol) of 2-chlorobenzoyl chloride and the resulting solution was stirred for 20 minutes at room temperature. Then 2.00 g (7.23 mmol) of the product of Step A was added and the reaction mixture was refluxed for 16 hours. The cooled reaction mixture was poured over ice and the insolubles were filtered off and washed with ethyl acetate. The organic layer was separ... Reactants: BrC1=CN=C2C(=N1)C(=CN2C(C2=CC=CC=C2)(C2=CC=CC=C2)C2=CC=CC=C2)C(=O)NC(C)(C)C (2-bromo-N-tert-butyl-5-trityl-5H-pyrrolo[3,2-b]pyrazine-7-carboxamide), FC(OC=1C=C2C(=NNC2=CC1)[Sn](CCCC)(CCCC)CCCC)F (5-(difluoromethoxy)-3-(tributylstannyl)-1H-indazole). The reagents and catalysts are C=1C=CC(=CC1)[P](C=2C=CC=CC2)(C=3C=CC=CC3)[Pd]([P](C=4C=CC=CC4)(C=5C=CC=CC5)C=6C=CC=CC6)([P](C=7C=CC=CC7)(C=8C=CC=CC8)C=9C=CC=CC9)[P](C=1C=CC=CC1)(C=1C=CC=CC1)C=1C=CC=CC1 (Pd(PPh3)4), [Cu]I (CuI). Run in CN(C)C=O (DMF). Run at temperature 80 celsius, time 4 hour. The product is C(C)(C)(C)NC(=O)C1=CN(C=2C1=NC(=CN2)C2=NNC1=CC=C(C=C21)OC(F)F)C(C2=CC=CC=C2)(C2=CC=CC=C2)C2=CC=CC=C2 (N-tert-butyl-2-(5-(difluoromethoxy)-1H-indazol-3-yl)-5-trityl-5H-pyrrolo[3,2-b]pyrazine-7-carboxamide). Yield: 63.8%. Reaction SMILES: Br[C:2]1[N:7]=[C:6]2[C:8]([C:30]([NH:32][C:33]([CH3:36])([CH3:35])[CH3:34])=[O:31])=[CH:9][N:10]([C:11]([C:24]3[CH:29]=[CH:28][CH:27]=[CH:26][CH:25]=3)([C:18]3[CH:23]=[CH:22][CH:21]=[CH:20][CH:19]=3)[C:12]3[CH:17]=[CH:16][CH:15]=[CH:14][CH:13]=3)[C:5]2=[N:4][CH:3]=1.[F:37][CH:38]([F:62])[O:39][C:40]1[CH:41]=[C:42]2[C:46](=[CH:47][CH:48]=1)[NH:45][N:44]=[C:43]2[Sn](CCCC)(CCCC)CCCC>CN(C=O)C.C1C=CC([P]([Pd]([P](C2C=CC=CC=2)(C2C=CC=CC=2)C2C=CC=CC=2)([P](C2C=CC=CC=2)(C2C=CC=CC=2)C2C=CC=CC=2)[P](C2C=CC=CC=2)(C2C=CC=CC=2)C2C=CC=CC=2)(C2C=CC=CC=2)C2C=CC=CC=2)=CC=1.[Cu]I>[C:33]([NH:32][C:30]([C:8]1[C:6]2=[N:7][C:2]([C:43]3[C:42]4[C:46](=[CH:47][CH:48]=[C:40]([O:39][CH:38]([F:37])[F:62])[CH:41]=4)[NH:45][N:44]=3)=[CH:3][N:4]=[C:5]2[N:10]([C:11]([C:18]2[CH:19]=[CH:20][CH:21]=[CH:22][CH:23]=2)([C:12]2[CH:17]=[CH:16][CH:15]=[CH:14][CH:13]=2)[C:24]2[CH:25]=[CH:26][CH:27]=[CH:28][CH:29]=2)[CH:9]=1)=[O:31])([CH3:36])([CH3:34])[CH3:35] |^1:71,73,92,111|. Reported procedure: In a round-bottomed flask, 2-bromo-N-tert-butyl-5-trityl-5H-pyrrolo[3,2-b]pyrazine-7-carboxamide (530 mg, 1 mmol) and 5-(difluoromethoxy)-3-(tributylstannyl)-1H-indazole (470 mg, 1 mmol) were dissolved in DMF (10 mL) under nitrogen. Pd(PPh3)4 (58 mg, 0.05 mmol) and CuI (38 mg, 0.2 mmol) were added and mixture sonicated for 5 min while bubbling nitrogen. The reaction mixture was stirred at 80° C. for 4 hours. The concentrated mixture was purified by column chromatography on silica gel eluting wit...